This data is from the Open Reaction Database (ORD), a public repository of structured organic reaction records. The task is: describe an organic reaction: reactants, conditions, products, and yield The reactants are Oc1ccc(Br)cn1, O=[N+]([O-])O. The product is O=[N+]([O-])c1cc(Br)cnc1O. Reaction SMILES: [Br:1][c:2]1[cH:3][cH:4][c:5]([OH:8])[n:6][cH:7]1.[OH:9][N+:10]([O-:11])=[O:12]>>[Br:1][c:2]1[cH:3][c:4]([N+:10](=[O:9])[O-:11])[c:5]([OH:8])[n:6][cH:7]1. Procedure: At room temperature, 2-cyanothioacetamide (4.5 g, 0.045 mol) was added to an initial charge of sodium methoxide (24.3 g, 0.1.35 mol, 29% in methanol). 100 ml of dimethoxyethane were added. The Gold's reagent prepared as in Example 1 (8.1 g, 0.050 mol) was then added, and the reaction mixture was stirred at room temperature for about 5 hours. The mixture was then heated briefly to 50° C. and left to stand at room temperature overnight. The dimethoxyethane was stripped off on a rotary evaporator, ... As a reaction SMILES: [C:1]([CH2:3][C:4]([NH2:6])=[S:5])#[N:2].C[O-].[Na+].[CH3:10][N:11](C=NC=[N+](C)C)[CH3:12].[Cl-]>C(COC)OC>[C:1]([C:3]1[C:4]([SH:5])=[N:6][CH:10]=[N:11][CH:12]=1)#[N:2] |f:1.2,3.4|. The product is C(#N)C=1C(=NC=NC1)S (5-cyano-4-pyrimidinethiol). The solvent is C(OC)COC (dimethoxyethane). Starting materials: C(#N)CC(=S)N (2-cyanothioacetamide), Example 1, C[O-].[Na+] (sodium methoxide), CN(C)C=NC=[N+](C)C.[Cl-] (Gold's reagent). Reaction conditions: time 5 hour. Reactants: BrBr (bromine), FC=1C=C2C=CC(=NC2=CC1)C (6-fluoro-2-methylquinoline). The product is BrC1=C2C=CC(=NC2=CC=C1F)C (5-bromo-6-fluoro-2-methylquinoline). Reaction SMILES: [Br:1]Br.[F:3][C:4]1[CH:5]=[C:6]2[C:11](=[CH:12][CH:13]=1)[N:10]=[C:9]([CH3:14])[CH:8]=[CH:7]2>>[Br:1][C:5]1[C:4]([F:3])=[CH:13][CH:12]=[C:11]2[C:6]=1[CH:7]=[CH:8][C:9]([CH3:14])=[N:10]2. Procedure details: reacting bromine with 6-fluoro-2-methylquinoline to give 5-bromo-6-fluoro-2-methylquinoline, and Starting materials: [BH4-], CC(C)C[Al+]CC(C)C, CO, CC(=O)O, Cc1ccccc1, CC(C)(C#N)c1ccc(Cl)nc1, [H-], [Na+], [Na], O, O=S(=O)(O)O. The product is CC(C)(CO)c1ccc(Cl)nc1. Reaction SMILES: [BH4-:29].[CH2:14]([Al+:15][CH2:16][CH:17]([CH3:18])[CH3:19])[CH:20]([CH3:21])[CH3:22].[CH3:31][OH:32].[CH3:33][C:34](=[O:35])[OH:36].[CH3:38][c:39]1[cH:40][cH:41][cH:42][cH:43][cH:44]1.[Cl:1][c:2]1[cH:3][cH:4][c:5]([C:8]([C:9]#[N:10])([CH3:11])[CH3:12])[cH:6][n:7]1.[H-:13].[Na+:30].[Na:28].[OH2:37].[S:23]([OH:24])(=[O:25])(=[O:26])[OH:27]>>[Cl:1][c:2]1[cH:3][cH:4][c:5]([C:8]([CH2:9][OH:24])([CH3:11])[CH3:12])[cH:6][n:7]1. Reactants: C(C)(=O)OC=1C(=CC2=C(CC(O2)(C)COC2=CC=C(C=C2)C=O)C1C(C)(C)C)C(C)(C)C (5-acetoxy-4,6-di-t-butyl-2-(4-formylphenoxymethyl)-2-methyl-2,3-dihydrobenzofuran), C(=N)(N)NN.Cl (aminoguanidine hydrochloride). The solvent is C(C)O (ethanol), N1=CC=CC=C1 (pyridine). Yields the product C(C)(=O)OC=1C(=CC2=C(CC(O2)(C)COC2=CC=C(C=NNC(=N)N)C=C2)C1C(C)(C)C)C(C)(C)C (1-{4-[(5-acetoxy-4,6-di-t-butyl-2-methyl-2,3-dihydrobenzofuran-2-yl)methoxy]benzylideneamino}guanidine). The yield is 96.7%. Reaction SMILES: [C:1]([O:4][C:5]1[C:6]([C:29]([CH3:32])([CH3:31])[CH3:30])=[CH:7][C:8]2[O:12][C:11]([CH2:14][O:15][C:16]3[CH:21]=[CH:20][C:19]([CH:22]=O)=[CH:18][CH:17]=3)([CH3:13])[CH2:10][C:9]=2[C:24]=1[C:25]([CH3:28])([CH3:27])[CH3:26])(=[O:3])[CH3:2].[C:33]([NH:36][NH2:37])([NH2:35])=[NH:34].Cl>C(O)C.N1C=CC=CC=1>[C:1]([O:4][C:5]1[C:6]([C:29]([CH3:32])([CH3:31])[CH3:30])=[CH:7][C:8]2[O:12][C:11]([CH2:14][O:15][C:16]3[CH:21]=[CH:20][C:19]([CH:22]=[N:37][NH:36][C:33]([NH2:35])=[NH:34])=[CH:18][CH:17]=3)([CH3:13])[CH2:10][C:9]=2[C:24]=1[C:25]([CH3:28])([CH3:27])[CH3:26])(=[O:3])[CH3:2] |f:1.2|. Procedure details: In a mixed solvent of 40 ml of ethanol and 16 ml of pyridine was dissolved 8.54 g of 5-acetoxy-4,6-di-t-butyl-2-(4-formylphenoxymethyl)-2-methyl-2,3-dihydrobenzofuran and 2.38 g of aminoguanidine hydrochloride was added at room temperature. After heating under reflux for 14 hours and then cooling, ethanol and excess pyridine were distilled off using an evaporator and the concentrate was combined with water and extracted with ethyl acetate, and the organic layer was washed with saturated brine, d... Reaction SMILES: [Cl:1][C:2]1[C:14]([Cl:15])=[CH:13][C:5]2[NH:6][C:7]([NH:9][CH:10]([CH3:12])[CH3:11])=[N:8][C:4]=2[C:3]=1[F:16].C/C(/O[Si](C)(C)C)=N\[Si](C)(C)C.FC(F)(F)S(O[Si](C)(C)C)(=O)=O.C(O[CH:45]1[O:57][C@H:56]([CH3:58])[C@@H:51]([O:52][C:53](=[O:55])[CH3:54])[C@H:46]1[O:47][C:48](=[O:50])[CH3:49])(=O)C>ClCCCl>[Cl:15][C:14]1[C:2]([Cl:1])=[C:3]([F:16])[C:4]2[N:8]([C@@H:45]3[O:57][C@H:56]([CH3:58])[C@@H:51]([O:52][C:53](=[O:55])[CH3:54])[C@H:46]3[O:47][C:48](=[O:50])[CH3:49])[C:7]([NH:9][CH:10]([CH3:12])[CH3:11])=[N:6][C:5]=2[CH:13]=1. The solvent is ClCCCl (1,2-dichloroethane). Reactants: ClC1=C(C2=C(NC(=N2)NC(C)C)C=C1Cl)F (5,6-Dichloro-4-fluoro-N-(1-methylethyl)-1H-benzimidazol-2-amine), C(C)(=O)OC1[C@H](OC(C)=O)[C@H](OC(C)=O)[C@H](O1)C (1,2,3-tri-O-acetyl-5-deoxy-ribofuranose), C/C(=N\[Si](C)(C)C)/O[Si](C)(C)C (N,O-bis(trimethylsilyl)acetamide), FC(S(=O)(=O)O[Si](C)(C)C)(F)F (trimethylsilyl trifluromethanesulfonate). Reported procedure: 5,6-Dichloro-4-fluoro-N-(1-methylethyl)-1H-benzimidazol-2-amine (0.85 g, 3.24 mmol), N,O-bis(trimethylsilyl)acetamide (0.89 mL, 0.73 g, 3.60 mmol), trimethylsilyl trifluromethanesulfonate (0.45 mL, 0.53 g, 2.25 mmol), 1,2,3-tri-O-acetyl-5-deoxy-ribofuranose (1.15 g, 4.42 mmol) and 1,2-dichloroethane were used according to general procedure II. The title compounds were purified by silica gel chromatography using 95:5 dichloromethane-acetonitrile to first provide 5,6-dichloro-4-fluoro-1-(2,3-di-O-... Yields the product ClC1=CC2=C(N(C(=N2)NC(C)C)[C@H]2[C@H](OC(C)=O)[C@H](OC(C)=O)[C@H](O2)C)C(=C1Cl)F (5,6-dichloro-7-fluoro-1-(2,3-di-O-acetyl-5-deoxy-beta-D-ribofuranosyl)-N-(1-methylethyl)-1H-benzimidazol-2-amine). The yield is 26.0%. The reactants are P(=O)(Cl)(Cl)Cl (phosphorus oxychloride), FC=1C=NC=CC1C1=CC(N(C(=N1)S)C)=O (6-(3-fluoropyridin-4-yl)-2-mercapto-3-methyl-3H-pyrimidin-4-one). Solvent: CN(C=O)C (dimethylformamide). Conditions: temperature 60 celsius. Product: ClC1=NC(=CC(N1C)=O)C1=C(C=NC=C1)F (2-chloro-6-(3-fluoropyridin-4-yl)-3-methyl-3H-pyrimidin-4-one). Yield: 73.3%. As a reaction SMILES: P(Cl)(Cl)([Cl:3])=O.[F:6][C:7]1[CH:8]=[N:9][CH:10]=[CH:11][C:12]=1[C:13]1[N:18]=[C:17](S)[N:16]([CH3:20])[C:15](=[O:21])[CH:14]=1>CN(C)C=O>[Cl:3][C:17]1[N:16]([CH3:20])[C:15](=[O:21])[CH:14]=[C:13]([C:12]2[CH:11]=[CH:10][N:9]=[CH:8][C:7]=2[F:6])[N:18]=1. Reported procedure: After one hour stirring of a solution of phosphorus oxychloride (45 g, 293 mmol) in dimethylformamide (450 ml) at room temperature, 6-(3-fluoropyridin-4-yl)-2-mercapto-3-methyl-3H-pyrimidin-4-one (46.3 g, 195 mmol) was added and heated at 60° C. for 2 hours. The resulting suspension was partitioned between ethyl acetate and saturated aqueous sodium bicarbonate. The aqueous layer was extracted with ethyl acetate and the combined organic layer was washed with brine, dried over magnesium sulfate, a... Reactants: C(C1=CC=CC=C1)N1CCC(CC1)(O)C1=CC=C(C=C1)CCOC1OCCCC1 ((RS)-1-benzyl-4-[4-[2-(tetrahydro-pyran-2-yloxy)-ethyl]-phenyl]-piperidin-4-ol), Cl (hydrochloric acid), C(O)([O-])=O.[Na+] (sodium hydrogen carbonate). Solvent: CO (methanol). Conditions: time 5 hour. Product: C(C1=CC=CC=C1)N1CCC(CC1)(O)C1=CC=C(C=C1)CCO (1-benzyl-4-[4-(2-hydroxy-ethyl)-phenyl]-piperidin-4-ol). Yield: 84.1%. As a reaction SMILES: [CH2:1]([N:8]1[CH2:13][CH2:12][C:11]([C:15]2[CH:20]=[CH:19][C:18]([CH2:21][CH2:22][O:23]C3CCCCO3)=[CH:17][CH:16]=2)([OH:14])[CH2:10][CH2:9]1)[C:2]1[CH:7]=[CH:6][CH:5]=[CH:4][CH:3]=1.Cl.C(=O)([O-])O.[Na+]>CO>[CH2:1]([N:8]1[CH2:13][CH2:12][C:11]([C:15]2[CH:16]=[CH:17][C:18]([CH2:21][CH2:22][OH:23])=[CH:19][CH:20]=2)([OH:14])[CH2:10][CH2:9]1)[C:2]1[CH:3]=[CH:4][CH:5]=[CH:6][CH:7]=1 |f:2.3|. Reported procedure: A solution of 78 g (197 mmol) of (RS)-1-benzyl-4-[4-[2-(tetrahydro-pyran-2-yloxy)-ethyl]-phenyl]-piperidin-4-ol in 400 ml of methanol was treated with 470 ml of 2N hydrochloric acid and stirred at room temperature for 5 hours. For the working-up, the reaction solution was poured into 1500 ml of saturated sodium hydrogen carbonate solution and subsequently extracted three times with 1000 ml of ethyl acetate each time. The combined organic phases were dried over sodium sulphate and evaporated unde... Reactants: [OH-].[Na+] (sodium hydroxide), COC1=C(C=CC(=N1)/C=C/C(=O)OCC)N1C=NC(=C1)C (ethyl (E)-3-[6-methoxy-5-(4-methyl-1H-imidazol-1-yl)pyridin-2-yl]acrylate), Cl (hydrochloric acid). Solvent: CO (methanol), C1CCOC1 (THF). Reaction conditions: time 2 hour. Product: COC1=C(C=CC(=N1)/C=C/C(=O)O)N1C=NC(=C1)C ((E)-3-[6-methoxy-5-(4-methyl-1H-imidazol-1-yl)pyridin-2-yl]acrylic acid). Yield: 55.8%. RXN SMILES: [OH-].[Na+].[CH3:3][O:4][C:5]1[N:10]=[C:9](/[CH:11]=[CH:12]/[C:13]([O:15]CC)=[O:14])[CH:8]=[CH:7][C:6]=1[N:18]1[CH:22]=[C:21]([CH3:23])[N:20]=[CH:19]1.Cl>CO.C1COCC1>[CH3:3][O:4][C:5]1[N:10]=[C:9](/[CH:11]=[CH:12]/[C:13]([OH:15])=[O:14])[CH:8]=[CH:7][C:6]=1[N:18]1[CH:22]=[C:21]([CH3:23])[N:20]=[CH:19]1 |f:0.1|. Procedure details: A 5 N sodium hydroxide solution (4 mL) was added to a solution of ethyl (E)-3-[6-methoxy-5-(4-methyl-1H-imidazol-1-yl)pyridin-2-yl]acrylate (1.5 g) in methanol (10 mL) and THF (6 mL). The reaction solution was stirred at room temperature for two hours, and then 5 N hydrochloric acid (5 mL) was added to the reaction solution. The generated precipitate was filtered and washed with THF to obtain 755 mg of the title compound. The property values of the compound are as follows.